This data is from the Open Reaction Database (ORD), a public repository of structured organic reaction records. The task is: describe an organic reaction: reactants, conditions, products, and yield The reactants are Fc1ccc(CBr)cc1F, O=Cc1c[nH]c2ccccc12. Product: O=Cc1cn(Cc2ccc(F)c(F)c2)c2ccccc12. As a reaction SMILES: [F:12][c:13]1[cH:14][c:15]([CH2:16][Br:17])[cH:18][cH:19][c:20]1[F:21].[nH:1]1[cH:2][c:3]([CH:10]=[O:11])[c:4]2[cH:5][cH:6][cH:7][cH:8][c:9]12>>[n:1]1([CH2:16][c:15]2[cH:14][c:13]([F:12])[c:20]([F:21])[cH:19][cH:18]2)[cH:2][c:3]([CH:10]=[O:11])[c:4]2[cH:5][cH:6][cH:7][cH:8][c:9]12. The reactants are C1CCOC1, COC(=O)C(=O)c1c[nH]c2ccccc12, COC(=O)Cc1cn2c3c(cccc13)CCC2, CC(C)[N-]C(C)C, [Li+], O=C1NC(=O)C(c2cn3c4c(cccc24)CCC3)C1c1c[nH]c2ccccc12. The product is COC(=O)C(=C(C(=O)OC)c1cn2c3c(cccc13)CCC2)c1c[nH]c2ccccc12. RXN SMILES: [CH2:69]1[O:70][CH2:71][CH2:72][CH2:73]1.[CH3:29][O:30][C:31]([C:32](=[O:33])[c:34]1[cH:35][nH:36][c:37]2[cH:38][cH:39][cH:40][cH:41][c:42]12)=[O:43].[CH3:44][O:45][C:46]([CH2:47][c:48]1[cH:49][n:50]2[c:59]3[c:54]([cH:55][cH:56][cH:57][c:58]13)[CH2:53][CH2:52][CH2:51]2)=[O:60].[CH3:62][CH:63]([N-:64][CH:65]([CH3:66])[CH3:67])[CH3:68].[Li+:61].[c:1]1([CH:2]2[CH:3]([c:4]3[c:5]4[c:6]([cH:7][cH:8][cH:9][cH:10]4)[nH:11][cH:12]3)[C:13](=[O:14])[NH:15][C:16]2=[O:17])[c:18]2[c:19]3[c:20]([cH:21][cH:22][cH:23]2)[CH2:24][CH2:25][CH2:26][n:27]3[cH:28]1>>[CH3:29][O:30][C:31]([C:32]([c:34]1[cH:35][nH:36][c:37]2[cH:38][cH:39][cH:40][cH:41][c:42]12)=[C:47]([C:46]([O:45][CH3:44])=[O:60])[c:48]1[cH:49][n:50]2[c:59]3[c:54]([cH:55][cH:56][cH:57][c:58]13)[CH2:53][CH2:52][CH2:51]2)=[O:43]. The reactants are C(C)(C)(C)OC(CN1NC(CCC(C1=O)N1C(C2=CC=CC=C2C1=O)=O)=O)=O ([6-(1,3-Dioxo-1,3-dihydro-isoindol-2-yl)-3,7-dioxo-[1,2 ]diazepan-1-yl]-acetic acid tert-butyl ester). The solvent is C1CCOC1 (THF), C1CCOC1 (THF), ice water. Conditions: temperature 0 celsius, time 30 minute. Yields the product C(C)(C)(C)OC(CN1NCCCC(C1=O)N1C(C2=CC=CC=C2C1=O)=O)=O ([6-(1,3-Dioxo-1,3-dihydro-isoindol-2-yl)-7-oxo-[1,2]diazepan-1-yl]-acetic acid tert-butyl ester). The yield is 78.3%. RXN SMILES: [C:1]([O:5][C:6](=[O:28])[CH2:7][N:8]1[C:14](=[O:15])[CH:13]([N:16]2[C:24](=[O:25])[C:23]3[C:18](=[CH:19][CH:20]=[CH:21][CH:22]=3)[C:17]2=[O:26])[CH2:12][CH2:11][C:10](=O)[NH:9]1)([CH3:4])([CH3:3])[CH3:2]>C1COCC1>[C:1]([O:5][C:6](=[O:28])[CH2:7][N:8]1[C:14](=[O:15])[CH:13]([N:16]2[C:17](=[O:26])[C:18]3[C:23](=[CH:22][CH:21]=[CH:20][CH:19]=3)[C:24]2=[O:25])[CH2:12][CH2:11][CH2:10][NH:9]1)([CH3:4])([CH3:2])[CH3:3]. Procedure: To a solution of [6-(1,3-dioxo-1,3-dihydro-isoindol-2-yl)-3,7-dioxo-[1,2]diazepan-1-yl]-acetic acid tert-butyl ester (4) (775 mg, 2.0 mmol) in THF (4 mL) was added borane-THF complex in THF (1M, 4 mL). The reaction was stirred at 0° C. for 30 min then at room temperature for 3 hours. The mixture was diluted with ice-water (60 mL), extracted with ethyl acetate (60 mL×3). The combined organic layers were dried over anhydrous Na2SO4, filtered and evaporated in vacuo to give a solid, that was purifi... Reactants: C(C)OC(=O)C1(CCC(CC1)O[Si](C1=CC=CC=C1)(C1=CC=CC=C1)C(C)(C)C)CCNC=1C(=NC(=CC1)N1C[C@@H](CC1)N1[C@H](CCC1)C)C (4-(tert-butyl-diphenyl-silanyloxy)-1-{2-[2-methyl-6-((2S,3′R)-2-methyl-[1,3′]bipyrrolidinyl-1′-yl)-pyridin-3-ylamino]-ethyl}-cyclohexanecarboxylic acid ethyl ester). Run in CO.C(Cl)Cl (MeOH CH2Cl2). Yields the product C(C)(C)(C)[Si](OC1CCC2(CCN(C2=O)C=2C(=NC(=CC2)N2C[C@@H](CC2)N2[C@H](CCC2)C)C)CC1)(C1=CC=CC=C1)C1=CC=CC=C1 (8-(tert-Butyl-diphenyl-silanyloxy)-2-[2-methyl-6-((2S,3′R)-2-methyl-[1,3′]bipyrrolidinyl-1′-yl)-pyridin-3-yl]-2-aza-spiro[4.5]decan-1-one), N (NH3). Isolated yield 5.0%. Reaction SMILES: C([O:3][C:4]([C:6]1([CH2:30][CH2:31][NH:32][C:33]2[C:34]([CH3:50])=[N:35][C:36]([N:39]3[CH2:43][CH2:42][C@@H:41]([N:44]4[CH2:48][CH2:47][CH2:46][C@@H:45]4[CH3:49])[CH2:40]3)=[CH:37][CH:38]=2)[CH2:11][CH2:10][CH:9]([O:12][Si:13]([C:26]([CH3:29])([CH3:28])[CH3:27])([C:20]2[CH:25]=[CH:24][CH:23]=[CH:22][CH:21]=2)[C:14]2[CH:19]=[CH:18][CH:17]=[CH:16][CH:15]=2)[CH2:8][CH2:7]1)=O)C>CO.C(Cl)Cl>[C:26]([Si:13]([C:14]1[CH:15]=[CH:16][CH:17]=[CH:18][CH:19]=1)([C:20]1[CH:25]=[CH:24][CH:23]=[CH:22][CH:21]=1)[O:12][CH:9]1[CH2:8][CH2:7][C:6]2([C:4](=[O:3])[N:32]([C:33]3[C:34]([CH3:50])=[N:35][C:36]([N:39]4[CH2:43][CH2:42][C@@H:41]([N:44]5[CH2:48][CH2:47][CH2:46][C@@H:45]5[CH3:49])[CH2:40]4)=[CH:37][CH:38]=3)[CH2:31][CH2:30]2)[CH2:11][CH2:10]1)([CH3:29])([CH3:28])[CH3:27].[NH3:32] |f:1.2|. Reported procedure: The title compound was synthesized in essentially the same manner using the procedures as set forth in Step 2 of Example 1, by cyclizing 4-(tert-butyl-diphenyl-silanyloxy)-1-{2-[2-methyl-6-((2S,3′R)-2-methyl-[1,3′]bipyrrolidinyl-1′-yl)-pyridin-3-ylamino]-ethyl}-cyclohexanecarboxylic acid ethyl ester (132 mg, 0.19 mmol) to obtain 89 mg (72% over two steps) of the title compound after flash column chromatography (5% 7N NH3 in MeOH/CH2Cl2). The reactants are CCOC(=O)c1sc(NOC(=O)OC(C)(C)C)nc1C, CCO, Cl, [K+], C1CCOC1, [OH-]. The product is Cc1nc(NOC(=O)OC(C)(C)C)sc1C(=O)O. RXN SMILES: [CH2:1]([CH3:2])[O:3][C:4](=[O:5])[c:6]1[c:7]([CH3:20])[n:8][c:9]([NH:11][O:12][C:13](=[O:14])[O:15][C:16]([CH3:17])([CH3:18])[CH3:19])[s:10]1.[CH2:24]([OH:25])[CH3:26].[ClH:23].[K+:22].[O:27]1[CH2:28][CH2:29][CH2:30][CH2:31]1.[OH-:21]>>[O:3]=[C:4]([OH:5])[c:6]1[c:7]([CH3:20])[n:8][c:9]([NH:11][O:12][C:13](=[O:14])[O:15][C:16]([CH3:17])([CH3:18])[CH3:19])[s:10]1. As a reaction SMILES: N[C:2]1[CH:9]=[C:8]([CH3:10])[C:5]([CH:6]=[O:7])=[C:4]([CH3:11])[CH:3]=1.[H+].[B-](F)(F)(F)F.N([O-])=O.[Na+].[C:22]([O:26][CH3:27])(=[O:25])[CH:23]=[CH2:24]>O.CC([O-])=O.CC([O-])=O.[Pd+2].CO>[CH3:27][O:26][C:22](=[O:25])[CH:23]=[CH:24][C:2]1[CH:9]=[C:8]([CH3:10])[C:5]([CH:6]=[O:7])=[C:4]([CH3:11])[CH:3]=1 |f:1.2,3.4,7.8.9|. The reagents and catalysts are CC(=O)[O-].CC(=O)[O-].[Pd+2] (Pd(OAc)2). Reaction conditions: temperature 0 celsius. Starting materials: NC1=CC(=C(C=O)C(=C1)C)C (4-amino-2,6-dimethylbenzaldehyde), C(C=C)(=O)OC (methyl acrylate), [H+].[B-](F)(F)(F)F (HBF4), N(=O)[O-].[Na+] (NaNO2). The product is COC(C=CC1=CC(=C(C(=C1)C)C=O)C)=O (3-(4-formyl-3,5-dimethylphenyl)-acrylic acid methyl ester). Procedure details: The above 4-amino-2,6-dimethylbenzaldehyde (1.0 g, 6.71 mmol) was taken up in enough 42% HBF4 until the suspension stirred well and then was cooled to 0° C. A solution of NaNO2 (463 mg, 6.71 mmol) in water (5 mL) was added slowly and after 30 min at 0° C., MeOH (20 mL) was added followed by Pd(OAc)2 (229 mg) and methyl acrylate (1.16 g, 13.42 mmol). The reaction mixture was heated at 80° C. for 30 min then the suspension was filtered through Celite and washed with CH2Cl2. The combined organic la... The solvent is CO (MeOH), O (water). Starting materials: C([O-])([O-])=O.[Cs+].[Cs+] (Cesium carbonate), OC=1C=C(C(=O)NC2=NN(C=C2)C)C=C(C1)O[C@@H]1COCC1 (3-hydroxy-N-(1-methyl-1H-pyrazol-3-yl)-5-[(3S)-tetrahydrofuran-3-yloxy]benzamide), N1(CCC1)C(=O)C1=C(N=C(S1)Br)C (5-(azetidin-1-ylcarbonyl)-2-bromo-4-methyl-1,3-thiazole). Solvent: C(C)#N (acetonitrile). Conditions: temperature 120 celsius. Product: N1(CCC1)C(=O)C1=C(N=C(S1)OC=1C=C(C(=O)NC2=NN(C=C2)C)C=C(C1)O[C@@H]1COCC1)C (3-{[5-(Azetidin-1-ylcarbonyl)-4-methyl-1,3-thiazol-2-yl]oxy}-N-(1-methyl-1H-pyrazol-3-yl)-5-[(3S)-tetrahydrofuran-3-yloxy]benzamide). Reaction SMILES: C(=O)([O-])[O-].[Cs+].[Cs+].[OH:7][C:8]1[CH:9]=[C:10]([CH:20]=[C:21]([O:23][C@H:24]2[CH2:28][CH2:27][O:26][CH2:25]2)[CH:22]=1)[C:11]([NH:13][C:14]1[CH:18]=[CH:17][N:16]([CH3:19])[N:15]=1)=[O:12].[N:29]1([C:33]([C:35]2[S:39][C:38](Br)=[N:37][C:36]=2[CH3:41])=[O:34])[CH2:32][CH2:31][CH2:30]1>C(#N)C>[N:29]1([C:33]([C:35]2[S:39][C:38]([O:7][C:8]3[CH:9]=[C:10]([CH:20]=[C:21]([O:23][C@H:24]4[CH2:28][CH2:27][O:26][CH2:25]4)[CH:22]=3)[C:11]([NH:13][C:14]3[CH:18]=[CH:17][N:16]([CH3:19])[N:15]=3)=[O:12])=[N:37][C:36]=2[CH3:41])=[O:34])[CH2:30][CH2:31][CH2:32]1 |f:0.1.2|. Procedure details: Cesium carbonate (489 mg, 1.5 mmol) was added to a solution of 3-hydroxy-N-(1-methyl-1H-pyrazol-3-yl)-5-[(3S)-tetrahydrofuran-3-yloxy]benzamide (152 mg, 0.5 mmol) and 5-(azetidin-1-ylcarbonyl)-2-bromo-4-methyl-1,3-thiazole (144 mg, 0.55 mmol) in acetonitrile (5 mL) and the stirred mixture heated at 120° C. in a microwave reactor for 2 hours. The mixture was allowed to cool, the acetonitrile evaporated in vacuo, and the residue partitioned between water (25 mL) and ethyl acetate (50 mL). The orga... Reactants: [Li]CCCC (n-BuLi), solution, CN(C)C=O (DMF), C1(CC1)C1=CC=C(C=O)C=C1 (4-cyclopropyl benzaldehyde), BrC1=CC=C(C=C1)C1CCCC1 (1-bromo-4-cyclopentyl-benzene), CCCCCC (hexane). The product is C1(CCCC1)C1=CC=C(C=O)C=C1 (4-Cyclopentyl-benzaldehyde), liquid. The yield is 72.0%. As a reaction SMILES: [CH:1]1([C:4]2[CH:11]=[CH:10][C:7]([CH:8]=[O:9])=[CH:6][CH:5]=2)[CH2:3][CH2:2]1.Br[C:13]1C=CC(C2CCCC2)=C[CH:14]=1.[Li]CCCC.CCCCCC.CN(C=O)C>>[CH:1]1([C:4]2[CH:5]=[CH:6][C:7]([CH:8]=[O:9])=[CH:10][CH:11]=2)[CH2:3][CH2:2][CH2:14][CH2:13]1. Procedure details: The title compound was synthesized in analogy to 4-cyclopropyl benzaldehyde (described in example S1-A) using 2.07 g of 1-bromo-4-cyclopentyl-benzene (9.2 mmol), 6.32 ml of a 1.6 molar solution of n-BuLi in hexane (10.11 mmol) and 1.422 ml of DMF (18.4 mmol). 4-Cyclopentyl-benzaldehyde was isolated by flash column chromatography (5:95 EtOAc/c-hexane) as a colorless liquid (1146 mg, 72%). 1H NMR (CDCl3, 300 MHz): δ 1.53-1.91 (m, 6H), 2.11 (m, 2H), 3.07 (quint, J=8.5 Hz, 1H), 7.40 (d, J=8 Hz, 2H),... Starting materials: OCC1=CC=2C=C3N(C2C=C1S(=O)(=O)C)CCN(C3C(C)C)C3=NC=C(C(=N3)C(F)(F)F)C(=O)OCC (ethyl 2-(8-(hydroxymethyl)-1-isopropyl-7-(methylsulfonyl)-3,4-dihydropyrazino[1,2-a]indol-2(1H)-yl)-4-(trifluoromethyl)pyrimidine-5-carboxylate), [OH-].[Na+] (NaOH), Cl (HCl). The solvent is C1CCOC1 (THF). Conditions: time 3 hour. Product: OCC1=CC=2C=C3N(C2C=C1S(=O)(=O)C)CCN(C3C(C)C)C3=NC=C(C(=N3)C(F)(F)F)C(=O)O (2-(8-(hydroxymethyl)-1-isopropyl-7-(methylsulfonyl)-3,4-dihydropyrazino[1,2-a]indol-2(1H)-yl)-4-(trifluoromethyl)pyrimidine-5-carboxylic acid). As a reaction SMILES: [OH:1][CH2:2][C:3]1[C:11]([S:12]([CH3:15])(=[O:14])=[O:13])=[CH:10][C:9]2[N:8]3[CH2:16][CH2:17][N:18]([C:23]4[N:28]=[C:27]([C:29]([F:32])([F:31])[F:30])[C:26]([C:33]([O:35]CC)=[O:34])=[CH:25][N:24]=4)[CH:19]([CH:20]([CH3:22])[CH3:21])[C:7]3=[CH:6][C:5]=2[CH:4]=1.[OH-].[Na+].Cl>C1COCC1>[OH:1][CH2:2][C:3]1[C:11]([S:12]([CH3:15])(=[O:14])=[O:13])=[CH:10][C:9]2[N:8]3[CH2:16][CH2:17][N:18]([C:23]4[N:28]=[C:27]([C:29]([F:31])([F:30])[F:32])[C:26]([C:33]([OH:35])=[O:34])=[CH:25][N:24]=4)[CH:19]([CH:20]([CH3:22])[CH3:21])[C:7]3=[CH:6][C:5]=2[CH:4]=1 |f:1.2|. Reported procedure: To a solution of ethyl 2-(8-(hydroxymethyl)-1-isopropyl-7-(methylsulfonyl)-3,4-dihydropyrazino[1,2-a]indol-2(1H)-yl)-4-(trifluoromethyl)pyrimidine-5-carboxylate (30 mg, 55 μmol) in THF (1 mL) was added 1 N NaOH aqueous solution (1 mL). The resulting mixture was stirred at rt for 3 h. The reaction mixture was acidified with 1N HCl solution (1.5 mL). The mixture was extracted with CH2Cl2 (4×5 mL). The combined organic solution was washed with brine, dried over anhydrous Na2SO4, filtered and concen...